From a dataset of the Open Reaction Database (ORD), a public repository of structured organic reaction records. describe an organic reaction: reactants, conditions, products, and yield Starting materials: BrCCCBr, O=C([O-])[O-], CCOC(C)=O, [Cs+], [Cs+], CN(C)C=O, CCCc1c(O)ccc2c(C(F)(F)F)noc12. Product: CCCc1c(OCCCBr)ccc2c(C(F)(F)F)noc12. RXN SMILES: [Br:23][CH2:24][CH2:25][CH2:26][Br:27].[C:28](=[O:29])([O-:30])[O-:31].[CH3:34][CH2:35][O:36][C:37](=[O:38])[CH3:39].[Cs+:32].[Cs+:33].[O:1]=[CH:2][N:3]([CH3:4])[CH3:5].[OH:6][c:7]1[c:8]([CH2:20][CH2:21][CH3:22])[c:9]2[c:10]([c:11]([C:14]([F:15])([F:16])[F:17])[n:12][o:13]2)[cH:18][cH:19]1>>[O:6]([c:7]1[c:8]([CH2:20][CH2:21][CH3:22])[c:9]2[c:10]([c:11]([C:14]([F:15])([F:16])[F:17])[n:12][o:13]2)[cH:18][cH:19]1)[CH2:26][CH2:25][CH2:24][Br:23]. Starting materials: FC1=C(C=C(N)C=C1)C(F)(F)F (4-fluoro-3-(trifluoromethyl)aniline), N(=O)[O-].[Na+] (NaNO2), O.O.Cl[Sn]Cl (SnCl2.2H2O). The solvent is Cl (HCl). Yields the product FC1=C(C=C(C=C1)NN)C(F)(F)F (1-(4-fluoro-3-(trifluoromethyl)phenyl)hydrazine). Yield: 64390.0%. As a reaction SMILES: [F:1][C:2]1[CH:8]=[CH:7][C:5]([NH2:6])=[CH:4][C:3]=1[C:9]([F:12])([F:11])[F:10].[N:13]([O-])=O.[Na+].O.O.Cl[Sn]Cl>Cl>[F:1][C:2]1[CH:8]=[CH:7][C:5]([NH:6][NH2:13])=[CH:4][C:3]=1[C:9]([F:10])([F:11])[F:12] |f:1.2,3.4.5|. Reported procedure: The title compound was prepared according to the procedure described in step-1 of Intermediate-61 by using 4-fluoro-3-(trifluoromethyl)aniline (3.0 g, 0.016 mmol), NaNO2 (1.73 g, 0.025 mmol), SnCl2.2H2O (9.39 g, 0.041 mmol) and conc. HCl (100 mL) to afford 2.0 g of the desired product. The reactants are CC(=O)O[BH-](OC(C)=O)OC(C)=O, O=C([O-])O, Cn1c(-c2ccccc2Cl)nnc1C(C)(C)C=O, ClCCCl, Nc1ccccc1, [Na+], [Na+]. The product is Cn1c(-c2ccccc2Cl)nnc1C(C)(C)CNc1ccccc1. As a reaction SMILES: [C:26]([O:27][BH-:28]([O:29][C:30](=[O:31])[CH3:32])[O:33][C:34](=[O:35])[CH3:36])(=[O:37])[CH3:38].[C:44](=[O:45])([OH:46])[O-:47].[Cl:1][c:2]1[c:3](-[c:8]2[n:9]([CH3:18])[c:10]([C:13]([CH:14]=[O:15])([CH3:16])[CH3:17])[n:11][n:12]2)[cH:4][cH:5][cH:6][cH:7]1.[Cl:40][CH2:41][CH2:42][Cl:43].[NH2:19][c:20]1[cH:21][cH:22][cH:23][cH:24][cH:25]1.[Na+:39].[Na+:48]>>[Cl:1][c:2]1[c:3](-[c:8]2[n:9]([CH3:18])[c:10]([C:13]([CH2:14][NH:19][c:20]3[cH:21][cH:22][cH:23][cH:24][cH:25]3)([CH3:16])[CH3:17])[n:11][n:12]2)[cH:4][cH:5][cH:6][cH:7]1. Starting materials: [Na] (Sodium), C(C1=CC=CC=C1)N1C=CC=2C(=NC=CC21)NC(OCC)=O (ethyl 1-benzyl-1H-pyrrolo[3,2-c]pyridin-4-ylcarbamate), N (NH3). Solvent: C1CCOC1 (THF). Conditions: temperature -78 celsius, time 5 minute. Product: N1C=CC=2C(=NC=CC21)NC(OCC)=O (Ethyl 1H-pyrrolo[3,2-c]pyridin-4-ylcarbamate). Isolated yield 99.1%. RXN SMILES: [Na].C([N:9]1[C:17]2[CH:16]=[CH:15][N:14]=[C:13]([NH:18][C:19](=[O:23])[O:20][CH2:21][CH3:22])[C:12]=2[CH:11]=[CH:10]1)C1C=CC=CC=1.N>C1COCC1>[NH:9]1[C:17]2[CH:16]=[CH:15][N:14]=[C:13]([NH:18][C:19](=[O:23])[O:20][CH2:21][CH3:22])[C:12]=2[CH:11]=[CH:10]1 |^1:0|. Reported procedure: Sodium metal (0.067 g, 2.9 mmol, 10 eq) was added to a solution of ethyl 1-benzyl-1H-pyrrolo[3,2-c]pyridin-4-ylcarbamate (0.086 g, 0.29 mmol, 1.0 eq) in a mixture of liquid NH3 (5 mL) and THF (1 mL) at −78° C. The dark blue reaction mixture was stirred at −78° C. for 5 minutes and then was quenched with solid NH4Cl. The clear solution was allowed to warm to room temperature, treated with 10% NaHCO3 and extracted with 10/1 CHCl3/MeOH. The combined organic extracts were dried (Na2SO4), filtered an... Starting materials: C(N)(=O)C1=CC=C(OC2=CC=C(C=C2)CC(C)(C)NC[C@@H](COC2=C3C=CNC3=CC=C2)O)C=C1 ((S)-4-(3-[N-(2-[4-(4-carbamoylphenoxy)phenyl]-1,1-dimethylethyl)amino]-2-hydroxypropoxy)indole), Cl.C(C)(=O)OCC (HCl ethyl acetate). Solvent: CCOC(=O)C (EtOAc), C(C)(=O)OCC (ethyl acetate). Reaction conditions: time 1 hour. The product is Cl.C(N)(=O)C1=CC=C(OC2=CC=C(C=C2)CC(C)(C)NC[C@@H](COC2=C3C=CNC3=CC=C2)O)C=C1 ((S)-4-(3-[N-(2-[4-(4-carbamoylphenoxy)phenyl]-1,1-dimethylethyl)amino]-2-hydroxypropoxy)indole hydrochloride salt). As a reaction SMILES: [C:1]([C:4]1[CH:35]=[CH:34][C:7]([O:8][C:9]2[CH:14]=[CH:13][C:12]([CH2:15][C:16]([NH:19][CH2:20][C@H:21]([OH:33])[CH2:22][O:23][C:24]3[CH:32]=[CH:31][CH:30]=[C:29]4[C:25]=3[CH:26]=[CH:27][NH:28]4)([CH3:18])[CH3:17])=[CH:11][CH:10]=2)=[CH:6][CH:5]=1)(=[O:3])[NH2:2].[ClH:36].C(OCC)(=O)C>C(OCC)(=O)C>[ClH:36].[C:1]([C:4]1[CH:5]=[CH:6][C:7]([O:8][C:9]2[CH:10]=[CH:11][C:12]([CH2:15][C:16]([NH:19][CH2:20][C@H:21]([OH:33])[CH2:22][O:23][C:24]3[CH:32]=[CH:31][CH:30]=[C:29]4[C:25]=3[CH:26]=[CH:27][NH:28]4)([CH3:18])[CH3:17])=[CH:13][CH:14]=2)=[CH:34][CH:35]=1)(=[O:3])[NH2:2] |f:1.2,4.5|. Procedure: A stirred solution of the product of Example 203 (11.48 g, 24.24 mmol) in ethyl acetate (150 mL) was treated by slow addition with of a 1M HCl/ethyl acetate (24 mL, 24 mmol) solution at ambient temperature. An additional EtOAc (50 mL) was added to the resulting white precipitate, and the slurry was stirred approximately 1 hour at ambient temperature. The product slurry was pressure filtered through a stainless steel filter under nitrogen. The collected product was kept under a steady nitrogen pu... The reactants are COC1=CC=C(C=C1)N(S(=O)(=O)C1=C(C=C(C=C1C)C)C)CC1=CC=C(C=C1)OC1OCCCC1 (N-(4-Methoxy-phenyl)-2,4,6-trimethyl-N-[4-(tetrahydro-pyran-2-yloxy)-benzyl]-benzenesulfonamide), Cl (HCl). Solvent: C(C)O (ethanol). Yields the product OC1=CC=C(CN(S(=O)(=O)C2=C(C=C(C=C2C)C)C)C2=CC=C(C=C2)OC)C=C1 (N-(4-Hydroxy-benzyl)-N-(4-methoxy-phenyl)-2,4.6-trimethyl-benzenesulfonamide). Reaction SMILES: [CH3:1][O:2][C:3]1[CH:8]=[CH:7][C:6]([N:9]([CH2:22][C:23]2[CH:28]=[CH:27][C:26]([O:29]C3CCCCO3)=[CH:25][CH:24]=2)[S:10]([C:13]2[C:18]([CH3:19])=[CH:17][C:16]([CH3:20])=[CH:15][C:14]=2[CH3:21])(=[O:12])=[O:11])=[CH:5][CH:4]=1.Cl>C(O)C>[OH:29][C:26]1[CH:25]=[CH:24][C:23]([CH2:22][N:9]([C:6]2[CH:5]=[CH:4][C:3]([O:2][CH3:1])=[CH:8][CH:7]=2)[S:10]([C:13]2[C:18]([CH3:19])=[CH:17][C:16]([CH3:20])=[CH:15][C:14]=2[CH3:21])(=[O:12])=[O:11])=[CH:28][CH:27]=1. Reported procedure: The crude N-(4-methoxy-phenyl)-2,4,6-trimethyl-N-[4-(tetrahydro-pyran-2-yloxy)-benzyl]-benzenesulfonamide prepared in Step A was suspended in 2 mL of a 3:1 (v/v) mixture of ethanol:1N HCl and was stirred at room temperature overnight. The reaction mixture was quenched with saturated aqueous sodium bicarbonate and the aqueous solution was washed with methylene chloride. The organic layer was concentrated. The residue was purified by reverse phase HPLC (98:2 water:0.1% trifluoracetic acid to 98:2 ... Reactants: COC(C(C1=C(C=C(C=C1F)OCCOC1=CC2=CC=CC=C2C=C1)F)=O)=O (2,6-difluoro-4-[2-(2-naphthalenyloxy)ethoxy]-alpha-oxobenzeneacetic acid methyl ester), [OH-].[Na+] (sodium hydroxide). The solvent is CO (methanol), O1CCCC1 (tetrahydrofuran), O (water). The product is FC1=C(C(=CC(=C1)OCCOC1=CC2=CC=CC=C2C=C1)F)C(C(=O)O)=O (2,6-difluoro-4-[2-(2-naphthalenyloxy)ethoxy]-alpha-oxobenzeneacetic acid). Yield: 88.2%. As a reaction SMILES: C[O:2][C:3](=[O:28])[C:4](=[O:27])[C:5]1[C:10]([F:11])=[CH:9][C:8]([O:12][CH2:13][CH2:14][O:15][C:16]2[CH:25]=[CH:24][C:23]3[C:18](=[CH:19][CH:20]=[CH:21][CH:22]=3)[CH:17]=2)=[CH:7][C:6]=1[F:26].[OH-].[Na+]>CO.O1CCCC1.O>[F:11][C:10]1[CH:9]=[C:8]([O:12][CH2:13][CH2:14][O:15][C:16]2[CH:25]=[CH:24][C:23]3[C:18](=[CH:19][CH:20]=[CH:21][CH:22]=3)[CH:17]=2)[CH:7]=[C:6]([F:26])[C:5]=1[C:4](=[O:27])[C:3]([OH:28])=[O:2] |f:1.2|. Procedure: A solution of 2,6-difluoro-4-[2-(2-naphthalenyloxy)ethoxy]-alpha-oxobenzeneacetic acid methyl ester (0.6 g) in warm methanol (10 mL) and tetrahydrofuran (10 mL) was treated with 1N sodium hydroxide (2 mL) and after 10 minutes the mixture was diluted with water and concentrated to remove the organic solvents. The residue was acidified with excess hydrochloric acid and extracted with dichloromethane containing a little tetrahydrofuran. The organic layer was washed with water, dried (Na2SO4), filte... Reactants: COC1=CC(=CC=2N(C(C=3C=CC=NC3C21)=O)COC)C(=O)OCC (Ethyl 10-methoxy-6-(methoxymethyl)-5-oxo-5,6-dihydrobenzo[h][1,6]naphthyridine-8-carboxylate). The reagents and catalysts are [Pd] (palladium). Run in ClCCl (dichloromethane), CO (methanol). Conditions: time 20 hour. The product is COC1=CC(=CC=2N(C(C=3CCCNC3C21)=O)COC)C(=O)OCC (Ethyl 10-methoxy-6-(methoxymethyl)-5-oxo-1,2,3,4,5,6-hexahydrobenzo[h][1,6]naphthyridine-8-carboxylate). Yield: 58.2%. As a reaction SMILES: [CH3:1][O:2][C:3]1[C:16]2[C:15]3[N:14]=[CH:13][CH:12]=[CH:11][C:10]=3[C:9](=[O:17])[N:8]([CH2:18][O:19][CH3:20])[C:7]=2[CH:6]=[C:5]([C:21]([O:23][CH2:24][CH3:25])=[O:22])[CH:4]=1>ClCCl.CO.[Pd]>[CH3:1][O:2][C:3]1[C:16]2[C:15]3[NH:14][CH2:13][CH2:12][CH2:11][C:10]=3[C:9](=[O:17])[N:8]([CH2:18][O:19][CH3:20])[C:7]=2[CH:6]=[C:5]([C:21]([O:23][CH2:24][CH3:25])=[O:22])[CH:4]=1. Reported procedure: The compound (776.5 mg, 2.27 mmol) prepared in step 6 was dissolved in dichloromethane and methanol, added with 10%-palladium (Pd) (80.0 mg). The resulting mixture was stirred at room temperature for 20 hours under hydrogen gas. After completion, 10%-palladium (Pd) was removed by celite-filter and the solvent was concentrated under reduced pressure. The residue was then purified by flash column chromatography (dichloromethane:ethyl acetate=3:1) to obtain the title compound (458 mg, yield: 58.2%,...